Task: describe an organic reaction: reactants, conditions, products, and yield. Dataset: the Open Reaction Database (ORD), a public repository of structured organic reaction records Reactants: CC(=O)C(C)(C)CC(=O)O, [K+], O=[Mn](=O)(=O)[O-], [Na+], [OH-]. Product: CC(C)(CC(=O)O)C(=O)C(=O)O. RXN SMILES: [CH3:1][C:2]([CH2:3][C:4](=[O:5])[OH:6])([C:7]([CH3:8])=[O:9])[CH3:10].[K+:16].[Mn:11](=[O:12])([O-:13])(=[O:14])=[O:15].[Na+:18].[OH-:17]>>[CH3:1][C:2]([CH2:3][C:4](=[O:5])[OH:6])([C:7]([C:8]([OH:12])=[O:17])=[O:9])[CH3:10]. The reactants are CCO, CCC(=O)N1CCC(c2cnc(N)c(C(=O)OC)n2)CC1, NN, O. The product is CCC(=O)N1CCC(c2cnc(N)c(C(=O)NN)n2)CC1. As a reaction SMILES: [CH3:25][CH2:26][OH:27].[NH2:1][c:2]1[c:3]([C:18]([O:20][CH3:19])=[O:21])[n:4][c:5]([CH:8]2[CH2:9][CH2:10][N:11]([C:14]([CH2:15][CH3:16])=[O:17])[CH2:12][CH2:13]2)[cH:6][n:7]1.[NH2:23][NH2:24].[OH2:22]>>[NH2:1][c:2]1[c:3]([C:18](=[O:20])[NH:23][NH2:24])[n:4][c:5]([CH:8]2[CH2:9][CH2:10][N:11]([C:14]([CH2:15][CH3:16])=[O:17])[CH2:12][CH2:13]2)[cH:6][n:7]1. Starting materials: [N+](=O)([O-])C1=CC=C(C=C1)NN (4-Nitrophenylhydrazine), C(C)(=O)O (acetic acid). Reaction conditions: temperature 90 celsius. The product is C(C)(=O)NNC1=CC=C(C=C1)[N+](=O)[O-] (1-Acetyl-2-(4-nitrophenyl)hydrazine). RXN SMILES: [N+:1]([C:4]1[CH:9]=[CH:8][C:7]([NH:10][NH2:11])=[CH:6][CH:5]=1)([O-:3])=[O:2].[C:12](O)(=[O:14])[CH3:13]>>[C:12]([NH:11][NH:10][C:7]1[CH:6]=[CH:5][C:4]([N+:1]([O-:3])=[O:2])=[CH:9][CH:8]=1)(=[O:14])[CH3:13]. Reported procedure: 4-Nitrophenylhydrazine (15.0 g, 0.10 mole) and acetic acid (24.0 g, 0.40 mole) were mixed in a flask equipped with a stirrer and reflux condenser and heated at about 90° C for one hour. The solid mass was collected, washed with water, and then dissolved in hot ethanol. The resulting solution was chilled in ice to give tan needles. Yield 14.4 g (74%), mp 207°-209° C.